From a dataset of the Open Reaction Database (ORD), a public repository of structured organic reaction records. describe an organic reaction: reactants, conditions, products, and yield Starting materials: CC(C)(C)OC(=O)N1CCC(COc2cc(OC3CCOCC3)c3c(Nc4c(Cl)ccc5c4OCO5)ncnc3c2)CC1, ClCCl, O=C(O)C(F)(F)F. Product: Clc1ccc2c(c1Nc1ncnc3cc(OCC4CCNCC4)cc(OC4CCOCC4)c13)OCO2. Reaction SMILES: [C:1]([O:2][C:3](=[O:4])[N:8]1[CH2:9][CH2:10][CH:11]([CH2:14][O:15][c:16]2[cH:17][c:18]([O:37][CH:38]3[CH2:39][CH2:40][O:41][CH2:42][CH2:43]3)[c:19]3[c:20]([NH:26][c:27]4[c:28]5[c:29]([cH:30][cH:31][c:32]4[Cl:33])[O:34][CH2:35][O:36]5)[n:21][cH:22][n:23][c:24]3[cH:25]2)[CH2:12][CH2:13]1)([CH3:5])([CH3:6])[CH3:7].[CH2:51]([Cl:52])[Cl:53].[OH:44][C:45]([C:46]([F:47])([F:48])[F:49])=[O:50]>>[NH:8]1[CH2:9][CH2:10][CH:11]([CH2:14][O:15][c:16]2[cH:17][c:18]([O:37][CH:38]3[CH2:39][CH2:40][O:41][CH2:42][CH2:43]3)[c:19]3[c:20]([NH:26][c:27]4[c:28]5[c:29]([cH:30][cH:31][c:32]4[Cl:33])[O:34][CH2:35][O:36]5)[n:21][cH:22][n:23][c:24]3[cH:25]2)[CH2:12][CH2:13]1. The reactants are CCN(CC)C(=O)Cl, Cl, c1ccncc1, O=S(=O)(Oc1ccccc1)c1nc[nH]n1. Yields the product CCN(CC)C(=O)n1cnc(S(=O)(=O)Oc2ccccc2)n1. RXN SMILES: [CH2:16]([CH3:17])[N:18]([C:19](=[O:20])[Cl:21])[CH2:22][CH3:23].[ClH:24].[cH:25]1[cH:26][cH:27][n:28][cH:29][cH:30]1.[nH:1]1[n:2][c:3]([S:6](=[O:7])(=[O:8])[O:9][c:10]2[cH:11][cH:12][cH:13][cH:14][cH:15]2)[n:4][cH:5]1>>[n:1]1([C:19]([N:18]([CH2:16][CH3:17])[CH2:22][CH3:23])=[O:20])[n:2][c:3]([S:6](=[O:7])(=[O:8])[O:9][c:10]2[cH:11][cH:12][cH:13][cH:14][cH:15]2)[n:4][cH:5]1. Starting materials: O=C1CCC(=O)N1Br, C=C(OCC)c1ccc(C(=O)c2cc(OC)c(OC)c(OC)c2)c(-n2cncn2)c1, C1CCOC1, O. Product: COc1cc(C(=O)c2ccc(C(=O)CBr)cc2-n2cncn2)cc(OC)c1OC. Reaction SMILES: [Br:31][N:32]1[C:33](=[O:34])[CH2:35][CH2:36][C:37]1=[O:38].[CH2:1]([CH3:2])[O:3][C:4](=[CH2:5])[c:6]1[cH:7][c:8](-[n:26]2[n:27][cH:28][n:29][cH:30]2)[c:9]([C:12](=[O:13])[c:14]2[cH:15][c:16]([O:24][CH3:25])[c:17]([O:22][CH3:23])[c:18]([O:20][CH3:21])[cH:19]2)[cH:10][cH:11]1.[O:39]1[CH2:40][CH2:41][CH2:42][CH2:43]1.[OH2:44]>>[CH2:3]([C:4](=[O:5])[c:6]1[cH:7][c:8](-[n:26]2[n:27][cH:28][n:29][cH:30]2)[c:9]([C:12](=[O:13])[c:14]2[cH:15][c:16]([O:24][CH3:25])[c:17]([O:22][CH3:23])[c:18]([O:20][CH3:21])[cH:19]2)[cH:10][cH:11]1)[Br:31].